From a dataset of the Open Reaction Database (ORD), a public repository of structured organic reaction records. describe an organic reaction: reactants, conditions, products, and yield Reactants: FC1=C(C=C(C=C1)[N+](=O)[O-])[C@@]12N=C(SC[C@@H]1CCO2)NC(OC(C)(C)C)=O ((±)-tert-butyl (4aR,7aR)-7a-(2-fluoro-5-nitrophenyl)-4a,5,6,7a-tetrahydro-4H-furo[2,3-d][1,3]thiazin-2-ylcarbamate). The reagents and catalysts are [Pd] (Pd/C). Solvent: CO (methanol). Conditions: time 2 hour. Yields the product NC=1C=CC(=C(C1)[C@@]12N=C(SC[C@@H]1CCO2)NC(OC(C)(C)C)=O)F ((±)-tert-butyl (4aR,7aR)-7a-(5-amino-2-fluorophenyl)-4a,5,6,7a-tetrahydro-4H-furo[2,3-d][1,3]thiazin-2-ylcarbamate). Yield: 104.7%. Reaction SMILES: [F:1][C:2]1[CH:7]=[CH:6][C:5]([N+:8]([O-])=O)=[CH:4][C:3]=1[C@:11]12[O:19][CH2:18][CH2:17][C@H:16]1[CH2:15][S:14][C:13]([NH:20][C:21](=[O:27])[O:22][C:23]([CH3:26])([CH3:25])[CH3:24])=[N:12]2>CO.[Pd]>[NH2:8][C:5]1[CH:6]=[CH:7][C:2]([F:1])=[C:3]([C@:11]23[O:19][CH2:18][CH2:17][C@H:16]2[CH2:15][S:14][C:13]([NH:20][C:21](=[O:27])[O:22][C:23]([CH3:24])([CH3:25])[CH3:26])=[N:12]3)[CH:4]=1. Procedure: To a solution of (±)-tert-butyl (4aR,7aR)-7a-(2-fluoro-5-nitrophenyl)-4a,5,6,7a-tetrahydro-4H-furo[2,3-d][1,3]thiazin-2-ylcarbamate (31 mg, 0.078 mmol) in methanol (3.9 mL) was added 10% Pd/C (17 mg), and the reaction mixture was stirred at rt under a hydrogen atmosphere for 2 h. The reaction mixture was filtered through a pad of Celite and concentrated directly to give the title compound as a colorless oil (30 mg, 99%). 1H NMR (500 MHz, CDCl3) δ 6.87 (2H, m), 6.63 (1H, m), 4.17 (1H, m), 4.09 (1... Reactants: C(C)OC1=C(CN=C=O)C=CC=C1 (2-ethoxybenzyl isocyanate), BrC=1C=CC=C2C(CC3(CCNCC3)C12)CC(=O)OCC (ethyl 2-(7-bromo-2,3-dihydrospiro[indene-1,4′-piperidine]-3-yl)acetate). Yields the product BrC=1C=CC=C2C(CC3(CCN(CC3)C(NCC3=C(C=CC=C3)OCC)=O)C12)CC(=O)OCC (Ethyl 2-(7-bromo-1′-(2-ethoxybenzylcarbamoyl)-2,3-dihydrospiro[indene-1,4′-piperidine]-3-yl)acetate). As a reaction SMILES: [CH2:1]([O:3][C:4]1[CH:13]=[CH:12][CH:11]=[CH:10][C:5]=1[CH2:6][N:7]=[C:8]=[O:9])[CH3:2].[Br:14][C:15]1[CH:16]=[CH:17][CH:18]=[C:19]2[C:28]=1[C:22]1([CH2:27][CH2:26][NH:25][CH2:24][CH2:23]1)[CH2:21][CH:20]2[CH2:29][C:30]([O:32][CH2:33][CH3:34])=[O:31]>>[Br:14][C:15]1[CH:16]=[CH:17][CH:18]=[C:19]2[C:28]=1[C:22]1([CH2:23][CH2:24][N:25]([C:8](=[O:9])[NH:7][CH2:6][C:5]3[CH:10]=[CH:11][CH:12]=[CH:13][C:4]=3[O:3][CH2:1][CH3:2])[CH2:26][CH2:27]1)[CH2:21][CH:20]2[CH2:29][C:30]([O:32][CH2:33][CH3:34])=[O:31]. Procedure: The title compound was prepared following a procedure analogous to that described in Example 19 using 2-ethoxybenzyl isocyanate and ethyl 2-(7-bromo-2,3-dihydrospiro[indene-1,4′-piperidine]-3-yl)acetate. 1H NMR (CDCl3) [selected resonances] 1.28 (t, 3H), 1.44 (t, 3H), 4.11 (q, 2H), 4.19 (q, 2H), 4.45 (s, 2H). The reactants are C(C)NC(NC1=CC(=C(C=N1)C=1C=C2C(C(=CN(C2=CC1)C[C@@H]1CN(CC1)CCN1CCOCC1)C(=O)OCC)=O)C=1SC=C(N1)C(F)(F)F)=O ((S)-ethyl 6-(6-(3-ethylureido)-4-(4-(trifluoromethyl)thiazol-2-yl)pyridin-3-yl)-1-((1-(2-morpholinoethyl)pyrrolidin-3-yl)methyl)-4-oxo-1,4-dihydroquinoline-3-carboxylate), [OH-].[Na+] (sodium hydroxide). Run in CO (methanol), O1CCCC1 (tetrahydrofuran). Run at time 8 hour. Yields the product C(C)NC(NC1=CC(=C(C=N1)C=1C=C2C(C(=CN(C2=CC1)C[C@@H]1CN(CC1)CCN1CCOCC1)C(=O)O)=O)C=1SC=C(N1)C(F)(F)F)=O ((S)-6-(6-(3-ethylureido)-4-(4-(trifluoromethyl)thiazol-2-yl)pyridin-3-yl)-1-((1-(2-morpholinoethyl)pyrrolidin-3-yl)methyl)-4-oxo-1,4-dihydroquinoline-3-carboxylic acid). Isolated yield 82.1%. As a reaction SMILES: [CH2:1]([NH:3][C:4](=[O:51])[NH:5][C:6]1[N:11]=[CH:10][C:9]([C:12]2[CH:13]=[C:14]3[C:19](=[CH:20][CH:21]=2)[N:18]([CH2:22][C@H:23]2[CH2:27][CH2:26][N:25]([CH2:28][CH2:29][N:30]4[CH2:35][CH2:34][O:33][CH2:32][CH2:31]4)[CH2:24]2)[CH:17]=[C:16]([C:36]([O:38]CC)=[O:37])[C:15]3=[O:41])=[C:8]([C:42]2[S:43][CH:44]=[C:45]([C:47]([F:50])([F:49])[F:48])[N:46]=2)[CH:7]=1)[CH3:2].[OH-].[Na+]>CO.O1CCCC1>[CH2:1]([NH:3][C:4](=[O:51])[NH:5][C:6]1[N:11]=[CH:10][C:9]([C:12]2[CH:13]=[C:14]3[C:19](=[CH:20][CH:21]=2)[N:18]([CH2:22][C@H:23]2[CH2:27][CH2:26][N:25]([CH2:28][CH2:29][N:30]4[CH2:35][CH2:34][O:33][CH2:32][CH2:31]4)[CH2:24]2)[CH:17]=[C:16]([C:36]([OH:38])=[O:37])[C:15]3=[O:41])=[C:8]([C:42]2[S:43][CH:44]=[C:45]([C:47]([F:50])([F:48])[F:49])[N:46]=2)[CH:7]=1)[CH3:2] |f:1.2|. Procedure details: (S)-ethyl 6-(6-(3-ethylureido)-4-(4-(trifluoromethyl)thiazol-2-yl)pyridin-3-yl)-1-((1-(2-morpholinoethyl)pyrrolidin-3-yl)methyl)-4-oxo-1,4-dihydroquinoline-3-carboxylate (Example 236, 380 mg) was dissolved in methanol (3 mL) and tetrahydrofuran (3 mL). To this solution was added 24 wt % sodium hydroxide (1 mL) and the reaction was stirred at room temperature overnight. The solution was then concentrated to remove the organic solvents. Water (10 mL) was added and the aqueous layer was carefully a... Starting materials: CN(C)C=O, NC(=O)c1ccc(F)c(F)c1Cl, O=C(Cl)C(=O)Cl, O, c1ccncc1. Product: N#Cc1ccc(F)c(F)c1Cl. RXN SMILES: [CH3:19][N:20]([CH3:21])[CH:22]=[O:23].[Cl:1][c:2]1[c:3]([C:4](=[O:5])[NH2:6])[cH:7][cH:8][c:9]([F:12])[c:10]1[F:11].[Cl:24][C:25]([C:26]([Cl:27])=[O:28])=[O:29].[OH2:30].[cH:13]1[cH:14][cH:15][n:16][cH:17][cH:18]1>>[Cl:1][c:2]1[c:3]([C:4]#[N:6])[cH:7][cH:8][c:9]([F:12])[c:10]1[F:11]. Starting materials: C(C)N(CC)S(F)(F)F (diethylaminosulfur trifluoride), O[C@@H]1CCN2C(N(C([C@@H]21)=O)C2=CC=C(C1=CC=CC=C21)C#N)=O (trans-4-(Tetrahydro-7-hydroxy-1,3-dioxo-1H-pyrrolo[1,2-c]imidazol-2(3H)-yl)-1-naphthalenecarbonitrile). Solvent: C(Cl)Cl (CH2Cl2), C(Cl)Cl (CH2Cl2). Run at temperature -78 celsius, time 30 minute. Product: FC1CCN2C(N(C(C21)=O)C2=CC=C(C1=CC=CC=C21)C#N)=O (4-(7-Fluoro-1,3-dioxo-tetrahydro-pyrrolo[1,2-c]imidazol-2-yl)-naphthalene-1-carbonitrile). The yield is 56.0%. As a reaction SMILES: C(N(S(F)(F)[F:7])CC)C.O[C@H:11]1[C@@H:18]2[N:14]([C:15](=[O:32])[N:16]([C:20]3[C:29]4[C:24](=[CH:25][CH:26]=[CH:27][CH:28]=4)[C:23]([C:30]#[N:31])=[CH:22][CH:21]=3)[C:17]2=[O:19])[CH2:13][CH2:12]1>C(Cl)Cl>[F:7][CH:11]1[CH:18]2[N:14]([C:15](=[O:32])[N:16]([C:20]3[C:29]4[C:24](=[CH:25][CH:26]=[CH:27][CH:28]=4)[C:23]([C:30]#[N:31])=[CH:22][CH:21]=3)[C:17]2=[O:19])[CH2:13][CH2:12]1. Reported procedure: To a solution of diethylaminosulfur trifluoride (0.073 mL, 0.45 mmol) in CH2Cl2 (2 mL) cooled at −78° C. in a flame-dried flask under argon was added dropwise a solution of 6C (92 mg, 0.3 mmol) in CH2Cl2 (12 mL). After addition, the reaction mixture was stirred at −78° C. for 30 min, then at 0° C. overnight. The reaction mixture was partitioned between CH2Cl2 and saturated aqueous NaHCO3. The separated aqueous layer was extracted with CH2Cl2 (2×). The combined CH2Cl2 layers were washed with brin... Reactants: O=C(CCCN1CC(CCC1)C1=CC(=CC=C1)OC)C1=CC=C(C=C1)F (1-(4-oxo-4-[4fluorophenyl]butyl)-3-(3-methoxyphenyl)piperidine), Br (hydrobromic acid), C(C)(=O)O (acetic acid), C([O-])([O-])=O.[K+].[K+] (potassium carbonate). Solvent: C(Cl)(Cl)Cl (chloroform), O (water). Product: O=C(CCCN1CC(CCC1)C1=CC(=CC=C1)O)C1=CC=C(C=C1)F (1-(4-Oxo-4-[4-fluorophenyl]butyl)-3-(3-hydroxyphenyl)piperidine). The yield is 39.5%. As a reaction SMILES: [O:1]=[C:2]([C:20]1[CH:25]=[CH:24][C:23]([F:26])=[CH:22][CH:21]=1)[CH2:3][CH2:4][CH2:5][N:6]1[CH2:11][CH2:10][CH2:9][CH:8]([C:12]2[CH:17]=[CH:16][CH:15]=[C:14]([O:18]C)[CH:13]=2)[CH2:7]1.Br.C(O)(=O)C.C(=O)([O-])[O-].[K+].[K+]>C(Cl)(Cl)Cl.O>[O:1]=[C:2]([C:20]1[CH:21]=[CH:22][C:23]([F:26])=[CH:24][CH:25]=1)[CH2:3][CH2:4][CH2:5][N:6]1[CH2:11][CH2:10][CH2:9][CH:8]([C:12]2[CH:17]=[CH:16][CH:15]=[C:14]([OH:18])[CH:13]=2)[CH2:7]1 |f:3.4.5|. Procedure: A mixture of 1.4 g (4 mmole) of 1-(4-oxo-4-[4fluorophenyl]butyl)-3-(3-methoxyphenyl)piperidine, 10 ml of 48% aqueous hydrobromic acid and 5 ml of glacial acetic acid was heated under reflux for ca. 20 hours. The reaction mixture was then poured onto a mixture of ice and water. The resulting mixture was basified with potassium carbonate and then it was extracted with ethyl acetate. The extracts were washed with water, followed by saturated sodium chloride solution, and then they were dried (MgSO4... Reactants: Cc1cccc(-c2nccnc2N2CCN(C(=O)OC(C)(C)C)CC2)c1, ClCCl, O=C(O)C(F)(F)F. The product is Cc1cccc(-c2nccnc2N2CCNCC2)c1. Reaction SMILES: [C:1]([O:2][C:3](=[O:4])[N:8]1[CH2:9][CH2:10][N:11]([c:14]2[n:15][cH:16][cH:17][n:18][c:19]2-[c:20]2[cH:21][c:22]([CH3:26])[cH:23][cH:24][cH:25]2)[CH2:12][CH2:13]1)([CH3:5])([CH3:6])[CH3:7].[Cl:34][CH2:35][Cl:36].[OH:27][C:28]([C:29]([F:30])([F:31])[F:32])=[O:33]>>[NH:8]1[CH2:9][CH2:10][N:11]([c:14]2[n:15][cH:16][cH:17][n:18][c:19]2-[c:20]2[cH:21][c:22]([CH3:26])[cH:23][cH:24][cH:25]2)[CH2:12][CH2:13]1. The reactants are CNC(NC=1SC=C(N1)CC(=O)OCC)=O (ethyl 2-(3-methylureido)thiazol-4-ylacetate), [OH-].[K+] (potassium hydroxide). Run in CO (methanol), O (water). Yields the product CNC(NC=1SC=C(N1)CC(=O)O)=O (2-(3-methylureido)thiazol-4-ylacetic acid). Yield: 85.7%. RXN SMILES: [CH3:1][NH:2][C:3](=[O:16])[NH:4][C:5]1[S:6][CH:7]=[C:8]([CH2:10][C:11]([O:13]CC)=[O:12])[N:9]=1.[OH-].[K+]>CO.O>[CH3:1][NH:2][C:3](=[O:16])[NH:4][C:5]1[S:6][CH:7]=[C:8]([CH2:10][C:11]([OH:13])=[O:12])[N:9]=1 |f:1.2|. Procedure details: To a solution of ethyl 2-(3-methylureido)thiazol-4-ylacetate (12.8 g.) in a mixture of methanol (240 ml.) and water (240 ml.) was dropwise added 1 N potassium hydroxide aqueous solution (52.7 ml.) with stirring at room temperature, and the solution was stirred for overnight at the same temperature, and then methanol was distilled off therefrom under reduced pressure. The remaining aqueous layer was washed with ethyl acetate, and then 1 N hydrochloric acid (52.7 ml.) was added thereto under ice-c... The reactants are CS(=O)(=O)OCC1CCCC2=C1N=C(S2)N ((2-amino-4,5,6,7-tetrahydrobenzo[d]thiazol-4-yl)methyl methanesulfonate), [N-]=[N+]=[N-].[Na+] (NaN3), C(=O)([O-])[O-].[Na+].[Na+] (Na2CO3), C1=CC=C(C=C1)P(C2=CC=CC=C2)C3=CC=CC=C3 (PPh3). The solvent is O (water), CN(C)C=O (DMF), O (water), O (H2O). Conditions: temperature 85 celsius, time 30 minute. The product is NCC1CCCC2=C1N=C(S2)N (4-(aminomethyl)-4,5,6,7-tetrahydrobenzo[d]thiazol-2-amine). As a reaction SMILES: CS(O[CH2:6][CH:7]1[C:12]2[N:13]=[C:14]([NH2:16])[S:15][C:11]=2[CH2:10][CH2:9][CH2:8]1)(=O)=O.[N-:17]=[N+]=[N-].[Na+].C([O-])([O-])=O.[Na+].[Na+].C1C=CC(P(C2C=CC=CC=2)C2C=CC=CC=2)=CC=1>CN(C=O)C.O>[NH2:17][CH2:6][CH:7]1[C:12]2[N:13]=[C:14]([NH2:16])[S:15][C:11]=2[CH2:10][CH2:9][CH2:8]1 |f:1.2,3.4.5|. Reported procedure: To a solution of (2-amino-4,5,6,7-tetrahydrobenzo[d]thiazol-4-yl)methyl methanesulfonate (3.3 mmol) in DMF (10 mL) was added NaN3 (0.21 g, 3.3 mmol). The resulting mixture was stirred at 85° C. for 30 minutes. The mixture was poured into water (100 mL) and extracted with EtOAc. The organic extract was dried over anhydrous sodium sulfate. After filtration and concentration, the crude product was dissolved in THF (20 mL) and H2O (10 mL), Na2CO3 (0.35 g, 3.3 mmol) and PPh3 (0.8 g, 3 mmol) was added... Starting materials: NC1=C(C=CC=C1)C#CC=1C(=CC(=C(C1)CO)OC)OC ([5-(2-aminophenylethynyl)-2,4-dimethoxyphenyl]methanol). Reagents/catalysts: Cl[Pd]Cl (PdCl2). Run in C(C)#N (acetonitrile). Reaction conditions: time 30 minute. Product: N1C(=CC2=CC=CC=C12)C=1C(=CC(=C(C1)CO)OC)OC ([5-(1H-indol-2-yl)-2,4-dimethoxyphenyl]methanol). The yield is 64.9%. Reaction SMILES: [NH2:1][C:2]1[CH:7]=[CH:6][CH:5]=[CH:4][C:3]=1[C:8]#[C:9][C:10]1[C:11]([O:20][CH3:21])=[CH:12][C:13]([O:18][CH3:19])=[C:14]([CH2:16][OH:17])[CH:15]=1>C(#N)C.Cl[Pd]Cl>[NH:1]1[C:2]2[C:3](=[CH:4][CH:5]=[CH:6][CH:7]=2)[CH:8]=[C:9]1[C:10]1[C:11]([O:20][CH3:21])=[CH:12][C:13]([O:18][CH3:19])=[C:14]([CH2:16][OH:17])[CH:15]=1. Reported procedure: To a solution of [5-(2-aminophenylethynyl)-2,4-dimethoxyphenyl]methanol (Ex-57B, 9.65 g, 34 mmol) in 1 L of acetonitrile, was added PdCl2 (0.6 g, 3.4 mmol). The mixture was heated to reflux for about 0.5 h and the reaction was complete as indicated by HPLC. The mixture was cooled to room temperature and filtered. The filtrate was treated with 20 g of 3-mercaptopropyl functional silica gel with stirring for 30 min and then filtered. The filtrate was concentrated and the residue was recrystallized...